The task is: describe an organic reaction: reactants, conditions, products, and yield. This data is from the Open Reaction Database (ORD), a public repository of structured organic reaction records. Reactants: CC#N, [Ce+4], COc1ccc(CN2Cc3cc(-c4nnc(C(C)(C)Oc5ccc(F)cc5F)n4C)ccc3C2=O)cc1, O=[N+]([O-])[O-], O=[N+]([O-])[O-], O=[N+]([O-])[O-], O=[N+]([O-])[O-], O=[N+]([O-])[O-], [NH4+], O. The product is Cn1c(-c2ccc3c(c2)CNC3=O)nnc1C(C)(C)Oc1ccc(F)cc1F. As a reaction SMILES: [CH3:1][C:2]#[N:3].[Ce+4:46].[F:4][c:5]1[c:6]([O:7][C:8]([CH3:9])([CH3:10])[c:11]2[n:12]([CH3:35])[c:13](-[c:16]3[cH:17][c:18]4[c:22]([cH:23][cH:24]3)[C:21](=[O:25])[N:20]([CH2:26][c:27]3[cH:28][cH:29][c:30]([O:31][CH3:32])[cH:33][cH:34]3)[CH2:19]4)[n:14][n:15]2)[cH:36][cH:37][c:38]([F:40])[cH:39]1.[N+:41]([O-:42])([O-:43])=[O:44].[N+:47]([O-:48])([O-:49])=[O:50].[N+:51]([O-:52])([O-:53])=[O:54].[N+:55]([O-:56])([O-:57])=[O:58].[N+:59]([O-:60])([O-:61])=[O:62].[NH4+:45].[OH2:63]>>[F:4][c:5]1[c:6]([O:7][C:8]([CH3:9])([CH3:10])[c:11]2[n:12]([CH3:35])[c:13](-[c:16]3[cH:17][c:18]4[c:22]([cH:23][cH:24]3)[C:21](=[O:25])[NH:20][CH2:19]4)[n:14][n:15]2)[cH:36][cH:37][c:38]([F:40])[cH:39]1. Starting materials: C=C1CC(=O)O1 (Diketene), C1(=CC=CC=C1)C(C1CCN(CC1)CCO)C1=CC=CC=C1 (4-diphenylmethyl-1-piperidineethanol). The solvent is C1(=CC=CC=C1)C (toluene). Run at temperature 70 celsius. Yields the product C(CC(=O)C)(=O)OCCN1CCC(CC1)C(C1=CC=CC=C1)C1=CC=CC=C1 (2-(4-diphenylmethylpiperidino)ethyl acetoacetate). As a reaction SMILES: [CH2:1]=[C:2]1[O:6][C:4](=[O:5])[CH2:3]1.[C:7]1([CH:13]([C:23]2[CH:28]=[CH:27][CH:26]=[CH:25][CH:24]=2)[CH:14]2[CH2:19][CH2:18][N:17]([CH2:20][CH2:21][OH:22])[CH2:16][CH2:15]2)[CH:12]=[CH:11][CH:10]=[CH:9][CH:8]=1>C1(C)C=CC=CC=1>[C:4]([O:22][CH2:21][CH2:20][N:17]1[CH2:16][CH2:15][CH:14]([CH:13]([C:23]2[CH:28]=[CH:27][CH:26]=[CH:25][CH:24]=2)[C:7]2[CH:8]=[CH:9][CH:10]=[CH:11][CH:12]=2)[CH2:19][CH2:18]1)(=[O:5])[CH2:3][C:2]([CH3:1])=[O:6]. Reported procedure: Diketene (0.33 ml) was added to a solution of 4-diphenylmethyl-1-piperidineethanol (1.04 g) in toluene (2 ml) at 70° C. and the mixture was stirred at 70° C. for an hour. The solvent was distilled off under reduced pressure and the residue was purified by silica gel chromatography [hexane-ethyl acetate (2:3, v/v)] to give 2-(4-diphenylmethylpiperidino)ethyl acetoacetate as an oil. Yield 1.23 g (92.1%). Starting materials: C1CCC(N2CCCCC12)=O (quinolizidin-4-one), C(C)(C)NC(C)C (diisopropylamine), C(CCC)[Li] (n-butyllithium), CCCCCC (hexane), C1CO1 (ethylene oxide), C([O-])([O-])=O.[K+].[K+] (potassium carbonate). The solvent is CCOCC (ether), C1CCOC1 (THF). Run at temperature -65 celsius, time 10 minute. The product is OCCC1CCC2CCCCN2C1=O (3-(2-hydroxyethyl)quinolizidin-4-one). Isolated yield 54.6%. RXN SMILES: C(NC(C)C)(C)C.C([Li])CCC.CCCCCC.[CH2:19]1[CH:28]2[N:23]([CH2:24][CH2:25][CH2:26][CH2:27]2)[C:22](=[O:29])[CH2:21][CH2:20]1.[CH2:30]1[O:32][CH2:31]1.C(=O)([O-])[O-].[K+].[K+]>C1COCC1.CCOCC>[OH:32][CH2:31][CH2:30][CH:21]1[C:22](=[O:29])[N:23]2[CH:28]([CH2:27][CH2:26][CH2:25][CH2:24]2)[CH2:19][CH2:20]1 |f:5.6.7|. Reported procedure: A stirred solution of diisopropylamine (2.25 ml, 0.016 mole) in dry THF (20 ml) at -50° C. under nitrogen was treated with 1.6M n-butyllithium in hexane (9.4 ml, 0.015 mole). After 10 minutes the solution was cooled to -65° C. and treated with a solution of quinolizidin-4-one (I. Murakoshi, Yakugaku Zasshi, 1958, 78, 594) (2.0 g, 0.013 mole) in ether (20 ml), stirred for a further 10 minutes and then ethylene oxide (1.23 g, 0.028 mole) bubbled into the solution, which was allowed to warm to room... Starting materials: [OH-].[Na+] (Sodium hydroxide), C(Cl)(Cl)Cl (Chloroform), C(C)(C)(C)C1=C(C=CC(=C1)C(C)(C)C)O (2,4-di-t-butylphenol), C1(=CC=CC=C1)O (phenol). Solvent: O (water), O (water), S(O)(O)(=O)=O (sulfuric acid), C(C)O (ethanol). Run at time 1 hour. Yields the product C(C)(C)(C)C1=C(C(C=O)=CC(=C1)C(C)(C)C)O (3,5-di-t-butylsalicylaldehyde). Yield: 33.0%. As a reaction SMILES: [C:1]([C:5]1[CH:10]=[C:9]([C:11]([CH3:14])([CH3:13])[CH3:12])[CH:8]=[CH:7][C:6]=1[OH:15])([CH3:4])([CH3:3])[CH3:2].[OH-].[Na+].[C:18]1([OH:24])C=CC=CC=1.C(Cl)(Cl)Cl>C(O)C.O.S(=O)(=O)(O)O>[C:1]([C:5]1[CH:10]=[C:9]([C:11]([CH3:14])([CH3:13])[CH3:12])[CH:8]=[C:7]([CH:18]=[O:24])[C:6]=1[OH:15])([CH3:4])([CH3:3])[CH3:2] |f:1.2|. Procedure details: 2,4-di-t-butylphenol (75 g, 0.36 mole) was dissolved in 200 ml absolute ethanol in a 1 L round bottom flask equipped with a water-cooled condenser. Sodium hydroxide (82 g, 2.0 moles) was dissolved in 80 ml water and added while still hot to the solution of phenol. Chloroform (156 g, 1.31 mole) was added in 2 ml portions over a 45-minute period. The resulting yellow-brown mixture was stirred 1 hour while cooling to ambient temperature. The mixture was diluted with 500 ml of 1M sulfuric acid and e... Reactants: NC=1SC(=C(C1C#N)Cl)C=O (2-amino-4-chloro-3-cyano-5-formylthiophene), 11, C1(=CC=CC=C1)S (thiophenol), C[O-].[Na+] (sodium methylate). Run in CO (methanol). Yields the product NC=1SC(=C(C1C#N)SC1=CC=CC=C1)C=O (2-amino-3-cyano-5-formyl-4-phenylthiothiophene). Isolated yield 81.0%. As a reaction SMILES: [NH2:1][C:2]1[S:3][C:4]([CH:10]=[O:11])=[C:5](Cl)[C:6]=1[C:7]#[N:8].[C:12]1([SH:18])[CH:17]=[CH:16][CH:15]=[CH:14][CH:13]=1.C[O-].[Na+]>CO>[NH2:1][C:2]1[S:3][C:4]([CH:10]=[O:11])=[C:5]([S:18][C:12]2[CH:17]=[CH:16][CH:15]=[CH:14][CH:13]=2)[C:6]=1[C:7]#[N:8] |f:2.3|. Reported procedure: 18.7 parts of 2-amino-4-chloro-3-cyano-5-formylthiophene are added to a solution of 11 parts of thiophenol, 5.4 parts of a 30% strength methanolic sodium methylate solution and 100 parts of methanol. The mixture is heated at the boil for 0.5 hour, after which it is allowed to cool and the precipitated product is filtered off under suction, washed with methanol, and then with water and dried. 21 parts (81% of theory) of 2-amino-3-cyano-5-formyl-4-phenylthiothiophene are obtained. The reactants are ClC1=NC(=CC(=C1C#N)C1=CC=CC=C1)N1CCOCC1 (2-chloro-6-morpholino-4-phenyl-3-cyano-pyridine), C(C1=CC=CC=C1)NN (benzyl-hydrazine), C(CO)O (ethylene glycol). Solvent: O (water). Conditions: temperature 130 celsius. Yields the product NC1=NN(C2=NC(=CC(=C21)C2=CC=CC=C2)N2CCOCC2)CC2=CC=CC=C2 (3-Amino-1-benzyl-6-morpholino-4-phenyl-1H-pyrazolo[3,4-b]pyridine). Reaction SMILES: Cl[C:2]1[C:7]([C:8]#[N:9])=[C:6]([C:10]2[CH:15]=[CH:14][CH:13]=[CH:12][CH:11]=2)[CH:5]=[C:4]([N:16]2[CH2:21][CH2:20][O:19][CH2:18][CH2:17]2)[N:3]=1.[CH2:22]([NH:29][NH2:30])[C:23]1[CH:28]=[CH:27][CH:26]=[CH:25][CH:24]=1.C(O)CO>O>[NH2:9][C:8]1[C:7]2[C:2](=[N:3][C:4]([N:16]3[CH2:21][CH2:20][O:19][CH2:18][CH2:17]3)=[CH:5][C:6]=2[C:10]2[CH:15]=[CH:14][CH:13]=[CH:12][CH:11]=2)[N:29]([CH2:22][C:23]2[CH:28]=[CH:27][CH:26]=[CH:25][CH:24]=2)[N:30]=1. Procedure details: A mixture consisting of 3.0 gm (0.01 mol) of 2-chloro-6-morpholino-4-phenyl-3-cyano-pyridine, 3.7 gm (0.03 mol) of benzyl-hydrazine and 30 ml of ethylene glycol was refluxed for 5 hours at about 130° C. The resulting solution was taken up in 100 ml of water, whereupon the reaction product separated out as a pasty precipitate which was collected and immediately recrystallized from methanol. 2.2 gm (57% of theory) of the compound named in the heading were obtained; after recrystallization from eth...